This data is from the Open Reaction Database (ORD), a public repository of structured organic reaction records. The task is: describe an organic reaction: reactants, conditions, products, and yield Starting materials: CC(C(=O)NC(C(=O)N1CCC2NCC(COc3ccc(F)c(F)c3)C21)C(C)(C)C)N(C)C(=O)OC(C)(C)C, ClCCCl, CC(=O)C(=O)O, CCN(C(C)C)C(C)C, ClCCl, On1nnc2ccccc21. The product is CC(=O)C(=O)N1CC(COc2ccc(F)c(F)c2)C2C1CCN2C(=O)C(NC(=O)C(C)N(C)C(=O)OC(C)(C)C)C(C)(C)C. As a reaction SMILES: [C:1]([CH3:2])([CH3:3])([CH3:4])[O:5][C:6]([N:7]([CH3:8])[CH:9]([CH3:10])[C:11]([NH:12][CH:13]([C:14]([CH3:15])([CH3:16])[CH3:17])[C:18](=[O:19])[N:20]1[CH:21]2[CH:22]([CH2:23][CH2:24]1)[NH:25][CH2:26][CH:27]2[CH2:28][O:29][c:30]1[cH:31][c:32]([F:37])[c:33]([F:36])[cH:34][cH:35]1)=[O:38])=[O:39].[CH2:46]([Cl:47])[CH2:48][Cl:49].[CH3:40][C:41](=[O:42])[C:43]([OH:44])=[O:45].[CH:60]([N:61]([CH2:62][CH3:63])[CH:64]([CH3:65])[CH3:66])([CH3:67])[CH3:68].[Cl:69][CH2:70][Cl:71].[OH:50][n:51]1[c:52]2[c:53]([cH:54][cH:55][cH:56][cH:57]2)[n:58][n:59]1>>[C:1]([CH3:2])([CH3:3])([CH3:4])[O:5][C:6]([N:7]([CH3:8])[CH:9]([CH3:10])[C:11]([NH:12][CH:13]([C:14]([CH3:15])([CH3:16])[CH3:17])[C:18](=[O:19])[N:20]1[CH:21]2[CH:22]([CH2:23][CH2:24]1)[N:25]([C:43]([C:41]([CH3:40])=[O:42])=[O:44])[CH2:26][CH:27]2[CH2:28][O:29][c:30]1[cH:31][c:32]([F:37])[c:33]([F:36])[cH:34][cH:35]1)=[O:38])=[O:39]. Reactants: FC1=C(C(=C(C=C1)[N+](=O)[O-])F)OC (1,3-difluoro-2-methoxy-4-nitrobenzene). The solvent is Br (HBr), CC(=O)O (AcOH), C1(=CC=CC=C1)C (toluene). Yields the product FC1=C(C(=CC=C1[N+](=O)[O-])F)O (2,6-Difluoro-3-nitrophenol), solid. Isolated yield 63.0%. RXN SMILES: [F:1][C:2]1[CH:7]=[CH:6][C:5]([N+:8]([O-:10])=[O:9])=[C:4]([F:11])[C:3]=1[O:12]C>Br.CC(O)=O.C1(C)C=CC=CC=1>[F:11][C:4]1[C:5]([N+:8]([O-:10])=[O:9])=[CH:6][CH:7]=[C:2]([F:1])[C:3]=1[OH:12]. Procedure details: A solution of 1,3-difluoro-2-methoxy-4-nitrobenzene (0.50 g, 2.644 mmol) in 33% HBr in AcOH (4 mL) was heated at 100° C. for 1 h using microwave irradiation. The cooled reaction mixture was diluted with toluene and concentrated in vacuo. The resulting residue was partitioned between aqueous NaHCO3 and EtOAc. The aqueous phase was acidified with 1M HCl and extracted twice with DCM. The combined DCM extracts were washed with water, dried (Na2SO4) and concentrated in vacuo affording the title compo... Reactants: COC(CCCCCOC=1C=CC2=C(N(C(=N2)SCC2=CC=CC=C2)C2=CC=C(C=C2)C)C1)=O (6-[[2-benzylmercapto-1-(4-methylphenyl)-1H-benzimidazol-6-yl]oxy]hexanoic acid methyl ester), COCCCN (3-methoxypropylamine). Product: COCCCNC(CCCCCOC=1C=CC2=C(N(C(=N2)SCC2=CC=CC=C2)C2=CC=C(C=C2)C)C1)=O (N-(3-Methoxypropyl)-6-[[1-(4-methylphenyl)-2-benzylmercapto-1H-benzimidazol-6-yl]oxy]hexanamide). RXN SMILES: CO[C:3](=[O:34])[CH2:4][CH2:5][CH2:6][CH2:7][CH2:8][O:9][C:10]1[CH:11]=[CH:12][C:13]2[N:17]=[C:16]([S:18][CH2:19][C:20]3[CH:25]=[CH:24][CH:23]=[CH:22][CH:21]=3)[N:15]([C:26]3[CH:31]=[CH:30][C:29]([CH3:32])=[CH:28][CH:27]=3)[C:14]=2[CH:33]=1.[CH3:35][O:36][CH2:37][CH2:38][CH2:39][NH2:40]>>[CH3:35][O:36][CH2:37][CH2:38][CH2:39][NH:40][C:3](=[O:34])[CH2:4][CH2:5][CH2:6][CH2:7][CH2:8][O:9][C:10]1[CH:11]=[CH:12][C:13]2[N:17]=[C:16]([S:18][CH2:19][C:20]3[CH:25]=[CH:24][CH:23]=[CH:22][CH:21]=3)[N:15]([C:26]3[CH:31]=[CH:30][C:29]([CH3:32])=[CH:28][CH:27]=3)[C:14]=2[CH:33]=1. Procedure details: 100 mg of 6-[[2-benzylmercapto-1-(4-methylphenyl)-1H-benzimidazol-6-yl]oxy]hexanoic acid methyl ester was reacted with 3-methoxypropylamine according to general operating instructions 4. 53 mg was obtained.